This data is from the Open Reaction Database (ORD), a public repository of structured organic reaction records. The task is: describe an organic reaction: reactants, conditions, products, and yield Starting materials: ClC1=NC(=NC=C1C(F)(F)F)NC1=CC=C(CP(OCC)(OCC)=O)C=C1 (diethyl (4-{[4-chloro-5-(trifluoromethyl)pyrimidin-2-yl]amino}benzyl)phosphonate), ClC1=NC=C(C(=N1)Cl)C(F)(F)F (2,4-dichloro-5-trifluoromethylpyrimidine), C(C)P([O-])(=O)CCC1=CC=C(C=C1)N (ethyl(4-aminobenzyl)methylphosphinate), C(C)P([O-])(=O)CCC1=CC=C(C=C1)N (ethyl(4-aminobenzyl)methylphosphinate). Product: C(C)OP(=O)CCC1=CC=C(C=C1)NC1=NC=C(C(=N1)Cl)C(F)(F)F ([4-(4-Chloro-5-trifluoromethylpyrimidin-2-ylamino)benzyl]methylphosphinic acid ethyl ester). Yield: 61.0%. Reaction SMILES: [Cl:1][C:2]1[C:7]([C:8]([F:11])([F:10])[F:9])=[CH:6][N:5]=[C:4]([NH:12][C:13]2[CH:27]=[CH:26][C:16](CP(=O)(OCC)OCC)=[CH:15][CH:14]=2)[N:3]=1.C([P:30]([CH2:33][CH2:34]C1C=CC(N)=CC=1)(=[O:32])[O-:31])C.ClC1N=C(Cl)[C:46](C(F)(F)F)=[CH:45]N=1>>[CH2:45]([O:31][PH:30]([CH2:33][CH2:34][C:16]1[CH:15]=[CH:14][C:13]([NH:12][C:4]2[N:3]=[C:2]([Cl:1])[C:7]([C:8]([F:10])([F:11])[F:9])=[CH:6][N:5]=2)=[CH:27][CH:26]=1)=[O:32])[CH3:46]. Procedure details: The title compound was prepared according to the procedure for diethyl (4-{[4-chloro-5-(trifluoromethyl)pyrimidin-2-yl]amino}benzyl)phosphonate using ethyl(4-aminobenzyl)methylphosphinate (Compound 174B, 1.08 g, 5.07 mmol) and 2,4-dichloro-5-trifluoromethylpyrimidine. (1.0 g, 4.6 mmol). The compound was purified on an Isco Combiflash eluting with 0 to 10% MeOH in EtOAc. The compound was re-crystallized in EtOAc (˜20 mL) to afford 1.1 g, 61% yield, of the title compound. 1H NMR (400 MHz, DMSO-d6)... Reactants: CC(C)C[AlH]CC(C)C, ClCCl, COC(=O)c1ccc(-c2nc3scnn3c2-c2ccccc2)cc1. The product is OCc1ccc(-c2nc3scnn3c2-c2ccccc2)cc1. RXN SMILES: [CH3:25][CH:26]([CH2:27][AlH:28][CH2:29][CH:30]([CH3:31])[CH3:32])[CH3:33].[Cl:34][CH2:35][Cl:36].[c:1]1(-[c:7]2[c:8](-[c:15]3[cH:16][cH:17][c:18]([C:19](=[O:20])[O:21][CH3:22])[cH:23][cH:24]3)[n:9][c:10]3[s:11][cH:12][n:13][n:14]23)[cH:2][cH:3][cH:4][cH:5][cH:6]1>>[c:1]1(-[c:7]2[c:8](-[c:15]3[cH:16][cH:17][c:18]([CH2:19][OH:20])[cH:23][cH:24]3)[n:9][c:10]3[s:11][cH:12][n:13][n:14]23)[cH:2][cH:3][cH:4][cH:5][cH:6]1. Reactants: COC(C(CCCCCCCCCCCCCCC(=O)O)C(=O)OC)=O (2-Methoxycarbonyl-heptadecanedioic acid 1-methyl ester). Solvent: [OH-].[K+] (KOH). Conditions: temperature 140 celsius, time 2 hour. Yields the product C(CCCCCCCCCCCCCCCC(=O)O)(=O)O (Heptadecanedioic Acid). Reaction SMILES: C[O:2][C:3](=[O:26])[CH:4](C(OC)=O)[CH2:5][CH2:6][CH2:7][CH2:8][CH2:9][CH2:10][CH2:11][CH2:12][CH2:13][CH2:14][CH2:15][CH2:16][CH2:17][CH2:18][C:19]([OH:21])=[O:20]>[OH-].[K+]>[C:19]([OH:21])(=[O:20])[CH2:18][CH2:17][CH2:16][CH2:15][CH2:14][CH2:13][CH2:12][CH2:11][CH2:10][CH2:9][CH2:8][CH2:7][CH2:6][CH2:5][CH2:4][C:3]([OH:26])=[O:2] |f:1.2|. Procedure details: 2-Methoxycarbonyl-heptadecanedioic acid 1-methyl ester (4.63, 12.4 mmol g) was dissolved in 20% aqueous KOH (15 ml) by heating. The resulting solution was refluxed for 2.5 h. The cold reaction mixture was carefully concentrated. The residue was suspended in water (30 ml) on an ice bath and acidified with 10% aqueous HCI. The resulting slurry was refluxed for 2 h. After cooling the precipitate was isolated by filtration and dried over night in vacuo. The compound was decarboxylated by heating und... Starting materials: ClC=1C=C(C=CC1)C(CC(=O)OCC)=CC#N (ethyl 3-(3-chlorophenyl)-4-cyano-3-butenoate), C1(CC1)N (cyclopropylamine). Yields the product NC1=CC(=CC(N1C1CC1)=O)C1=CC(=CC=C1)Cl (6-Amino-4-(3-chlorophenyl)-1-cyclopropyl-2(1H)-pyridone). RXN SMILES: [Cl:1][C:2]1[CH:3]=[C:4]([C:8](=[CH:15][C:16]#[N:17])[CH2:9][C:10](OCC)=[O:11])[CH:5]=[CH:6][CH:7]=1.[CH:18]1([NH2:21])[CH2:20][CH2:19]1>>[NH2:17][C:16]1[N:21]([CH:18]2[CH2:20][CH2:19]2)[C:10](=[O:11])[CH:9]=[C:8]([C:4]2[CH:5]=[CH:6][CH:7]=[C:2]([Cl:1])[CH:3]=2)[CH:15]=1. Procedure details: Starting compounds: ethyl 3-(3-chlorophenyl)-4-cyano-3-butenoate and cyclopropylamine Starting materials: CCN(CC)C(=O)Cc1nc(NC(=O)OC(C)(C)C)ccc1Br, O=C([O-])[O-], CB1OB(C)OB(C)O1, [K+], [K+], C1COCCO1, [Pd], c1ccc(P(c2ccccc2)c2ccccc2)cc1, c1ccc(P(c2ccccc2)c2ccccc2)cc1, c1ccc(P(c2ccccc2)c2ccccc2)cc1, c1ccc(P(c2ccccc2)c2ccccc2)cc1. Product: CCN(CC)C(=O)Cc1nc(NC(=O)OC(C)(C)C)ccc1C. Reaction SMILES: [C:1]([CH3:2])([CH3:3])([CH3:4])[O:5][C:6]([NH:7][c:8]1[n:9][c:10]([CH2:15][C:16]([N:17]([CH2:18][CH3:19])[CH2:20][CH3:21])=[O:22])[c:11]([Br:14])[cH:12][cH:13]1)=[O:23].[C:24](=[O:25])([O-:26])[O-:27].[CH3:30][B:31]1[O:32][B:33]([CH3:34])[O:35][B:36]([CH3:37])[O:38]1.[K+:28].[K+:29].[O:39]1[CH2:40][CH2:41][O:42][CH2:43][CH2:44]1.[Pd:45].[c:103]1([P:104]([c:105]2[cH:106][cH:107][cH:108][cH:109][cH:110]2)[c:111]2[cH:112][cH:113][cH:114][cH:115][cH:116]2)[cH:117][cH:118][cH:119][cH:120][cH:121]1.[c:46]1([P:47]([c:48]2[cH:49][cH:50][cH:51][cH:52][cH:53]2)[c:54]2[cH:55][cH:56][cH:57][cH:58][cH:59]2)[cH:60][cH:61][cH:62][cH:63][cH:64]1.[c:65]1([P:66]([c:67]2[cH:68][cH:69][cH:70][cH:71][cH:72]2)[c:73]2[cH:74][cH:75][cH:76][cH:77][cH:78]2)[cH:79][cH:80][cH:81][cH:82][cH:83]1.[c:84]1([P:85]([c:86]2[cH:87][cH:88][cH:89][cH:90][cH:91]2)[c:92]2[cH:93][cH:94][cH:95][cH:96][cH:97]2)[cH:98][cH:99][cH:100][cH:101][cH:102]1>>[C:1]([CH3:2])([CH3:3])([CH3:4])[O:5][C:6]([NH:7][c:8]1[n:9][c:10]([CH2:15][C:16]([N:17]([CH2:18][CH3:19])[CH2:20][CH3:21])=[O:22])[c:11]([CH3:24])[cH:12][cH:13]1)=[O:23]. The reactants are C1CCOC1, C[Si](C)(C)[N-][Si](C)(C)C, CCOCC, O=Cc1cc(Cl)cc2ccccc12, [Li+], [Li]C. The product is CC(N)c1cc(Cl)cc2ccccc12. RXN SMILES: [CH2:31]1[O:32][CH2:33][CH2:34][CH2:35]1.[CH3:14][Si:15]([N-:18][Si:16]([CH3:17])([CH3:19])[CH3:20])([CH3:21])[CH3:22].[CH3:26][CH2:27][O:28][CH2:29][CH3:30].[Cl:1][c:2]1[cH:3][c:4]([CH:12]=[O:13])[c:5]2[cH:6][cH:7][cH:8][cH:9][c:10]2[cH:11]1.[Li+:23].[Li:24][CH3:25]>>[Cl:1][c:2]1[cH:3][c:4]([CH:29]([NH2:18])[CH3:30])[c:5]2[cH:6][cH:7][cH:8][cH:9][c:10]2[cH:11]1. Starting materials: NC=1C(=C(C(=O)O)C=CC1)C (3-amino-2-methylbenzoic acid), S(O)(O)(=O)=O (sulfuric acid), S(O)(O)(=O)=O (sulfuric acid), N(=O)[O-].[Na+] (sodium nitrite). Solvent: O (water), O (water). Reaction conditions: temperature -10 celsius, time 30 minute. The product is CC1=C(C(=O)O)C=CC=C1O (2-Methyl-3-hydroxybenzoic acid). Reaction SMILES: N([O-])=O.[Na+].N[C:6]1[C:7]([CH3:15])=[C:8]([CH:12]=[CH:13][CH:14]=1)[C:9]([OH:11])=[O:10].S(=O)(=O)(O)[OH:17]>O>[CH3:15][C:7]1[C:6]([OH:17])=[CH:14][CH:13]=[CH:12][C:8]=1[C:9]([OH:11])=[O:10] |f:0.1|. Procedure details: Alternatively, the desired subtitled compound was prepared by adding 22.6 g (0.33 mol) of sodium nitrite in small portions to a cooled (-10° C.) solution of 45 g (0.30 mol) of 3-amino-2-methylbenzoic acid and 106 g (58 mL; 1.08 mol) of concentrated sulfuric acid in 400 mL of water, while maintaining the temperature below 7° C. The resultant reaction mixture was stirred for approximately 30 minutes at -10° C., poured into a solution of 240 mL of concentrated sulfuric acid in 1.2 L water, and then... Reactants: BrC(C(=O)OCC)C1=CC=C(C=C1)Cl (ethyl bromo(4-chlorophenyl)acetate), SC1=CC=C(C=C1)O (4-mercaptophenol), white solid. The product is C(C)OC(C(SC1=CC=C(C=C1)O)C1=CC=C(C=C1)Cl)=O (Ethyl(4-chlorophenyl)[(4-hydroxyphenyl)sulfanyl]acetate). The yield is 97.0%. Reaction SMILES: Br[CH:2]([C:8]1[CH:13]=[CH:12][C:11]([Cl:14])=[CH:10][CH:9]=1)[C:3]([O:5][CH2:6][CH3:7])=[O:4].[SH:15][C:16]1[CH:21]=[CH:20][C:19]([OH:22])=[CH:18][CH:17]=1>>[CH2:6]([O:5][C:3](=[O:4])[CH:2]([C:8]1[CH:13]=[CH:12][C:11]([Cl:14])=[CH:10][CH:9]=1)[S:15][C:16]1[CH:21]=[CH:20][C:19]([OH:22])=[CH:18][CH:17]=1)[CH3:7]. Procedure details: Ethyl(4-chlorophenyl)[(4-hydroxyphenyl)sulfanyl]acetate was prepared according to the general method as outlined in example 1 (step 1), starting from ethyl bromo(4-chlorophenyl)acetate (16.5 g, 59.6 mmol) and 4-mercaptophenol (7.5 g, 59.6 mmol); 18.8 g white solid. mp: 63° C.; Yield 97%; MS: 321.3 (M−H)−